From a dataset of the Open Reaction Database (ORD), a public repository of structured organic reaction records. describe an organic reaction: reactants, conditions, products, and yield Reactants: NCC1=NC(=NO1)C=1N=CN2C1[C@H]1N(C(C3=C2C=CC=C3Cl)=O)CCC1 ((S)-1-(5-aminomethyl-1,2,4-oxadiazol-3-yl)-8-chloro-11,12,13,13a-tetrahydro-9H-imidazo[1,5-a]pyrrolo[2,1-c][1,4]benzodiazepin-9-one), N12CCCCCC2=NCCC1 (1,8-diazabicyclo[5.4.0]undec-7-ene), C(C1=CC=CC=C1)Br (benzyl bromide), CN(C=O)C (N,N-dimethylformamide). The product is C(C1=CC=CC=C1)N(CC1=CC=CC=C1)CC1=NC(=NO1)C=1N=CN2C1[C@H]1N(C(C3=C2C=CC=C3Cl)=O)CCC1 ((S)-1-(5-dibenzylaminomethyl-1,2,4-oxadiazol-3-yl)-8-chloro-11,12,13,13a-tetrahydro-9H-imidazo[1,5-a]pyrrolo[2,1-c][1,4]benzodiazepin-9-one). The yield is 58.0%. As a reaction SMILES: [NH2:1][CH2:2][C:3]1[O:7][N:6]=[C:5]([C:8]2[N:9]=[CH:10][N:11]3[C:17]4[CH:18]=[CH:19][CH:20]=[C:21]([Cl:22])[C:16]=4[C:15](=[O:23])[N:14]4[CH2:24][CH2:25][CH2:26][C@H:13]4[C:12]=23)[N:4]=1.N12CCCN=[C:33]1[CH2:32][CH2:31][CH2:30][CH2:29][CH2:28]2.[CH2:38](Br)[C:39]1[CH:44]=[CH:43][CH:42]=[CH:41][CH:40]=1.[CH3:46]N(C)C=O>>[CH2:38]([N:1]([CH2:2][C:3]1[O:7][N:6]=[C:5]([C:8]2[N:9]=[CH:10][N:11]3[C:17]4[CH:18]=[CH:19][CH:20]=[C:21]([Cl:22])[C:16]=4[C:15](=[O:23])[N:14]4[CH2:24][CH2:25][CH2:26][C@H:13]4[C:12]=23)[N:4]=1)[CH2:46][C:33]1[CH:32]=[CH:31][CH:30]=[CH:29][CH:28]=1)[C:39]1[CH:44]=[CH:43][CH:42]=[CH:41][CH:40]=1. Procedure: 2.47 g (6.7 mmol) of crude (S)-1-(5-aminomethyl-1,2,4-oxadiazol-3-yl)-8-chloro-11,12,13,13a-tetrahydro-9H-imidazo[1,5-a]pyrrolo[2,1-c][1,4]benzodiazepin-9-one, 20 ml of N,N-dimethylformamide, 9 ml (60 mmol) of 1,8-diazabicyclo[5.4.0]undec-7-ene (1,5-5) and 10.26 g (54 mmol) of benzyl bromide were stirred at room temperature overnight and at 50° for 6 hours. The reaction mixture was concentrated and the residue was purified by chromatography on silica gel while eluting with methylene chloride/met...